This data is from the Open Reaction Database (ORD), a public repository of structured organic reaction records. The task is: describe an organic reaction: reactants, conditions, products, and yield Starting materials: O.NN (Hydrazine hydrate), O=C1N(C(C2=CC=CC=C12)=O)C(C(=O)N1C(C(NCC1)=O)(C)C)CC1=CC=CC=C1 (4-[2-(1,3-dihydro-1,3-dioxo-2H-isoindol-2-yl)-1-oxo-3-phenylpropyl]-3,3-dimethylpiperazinone). The solvent is CO (methanol). The product is NC(C(=O)N1C(C(NCC1)=O)(C)C)CC1=CC=CC=C1 (4-(2-Amino-1-oxo-3-phenylpropyl)-3,3-dimethylpiperazinone), dihydrate. Reaction SMILES: O.NN.O=C1C2C(=CC=CC=2)C(=O)[N:6]1[CH:15]([CH2:27][C:28]1[CH:33]=[CH:32][CH:31]=[CH:30][CH:29]=1)[C:16]([N:18]1[CH2:23][CH2:22][NH:21][C:20](=[O:24])[C:19]1([CH3:26])[CH3:25])=[O:17]>CO>[NH2:6][CH:15]([CH2:27][C:28]1[CH:29]=[CH:30][CH:31]=[CH:32][CH:33]=1)[C:16]([N:18]1[CH2:23][CH2:22][NH:21][C:20](=[O:24])[C:19]1([CH3:25])[CH3:26])=[O:17] |f:0.1|. Procedure details: Hydrazine hydrate (2.0 g., 0.04 mole) is added to a stirred solution of 4-[2-(1,3-dihydro-1,3-dioxo-2H-isoindol-2-yl)-1-oxo-3-phenylpropyl]-3,3-dimethylpiperazinone (XXIII, Example 57, 10.0 g., 0.025 mole) in methanol (200 ml.). After refluxing for 2 hours the solution is cooled and filtered to remove the 2,3-dihydro-1,4-phthalazinedione by-product. The methanol is evaporated and the residual oil is recrystallized from water to give the title compound as the dihydrate, m.p. 70°-73°. Product: CC(c1ccc(OC(F)F)cc1)N1CCC(CCCO)(c2ccc(F)cc2)OC1=O. As a reaction SMILES: [BH3:30].[CH2:1]([CH:2]=[CH2:3])[C:4]1([c:23]2[cH:24][cH:25][c:26]([F:29])[cH:27][cH:28]2)[CH2:5][CH2:6][N:7]([CH:11]([CH3:12])[c:13]2[cH:14][cH:15][c:16]([O:19][CH:20]([F:21])[F:22])[cH:17][cH:18]2)[C:8](=[O:10])[O:9]1.[CH2:31]1[CH2:34][CH2:33][CH2:32][O:35]1.[CH2:37]1[O:38][CH2:39][CH2:40][CH2:41]1.[Cl:42][CH2:43][Cl:44].[OH2:36]>>[CH2:1]([CH2:2][CH2:3][OH:35])[C:4]1([c:23]2[cH:24][cH:25][c:26]([F:29])[cH:27][cH:28]2)[CH2:5][CH2:6][N:7]([CH:11]([CH3:12])[c:13]2[cH:14][cH:15][c:16]([O:19][CH:20]([F:21])[F:22])[cH:17][cH:18]2)[C:8](=[O:10])[O:9]1. The reactants are B, C=CCC1(c2ccc(F)cc2)CCN(C(C)c2ccc(OC(F)F)cc2)C(=O)O1, C1CCOC1, C1CCOC1, ClCCl, O. The reactants are NC1=NC=CC(=N1)N1N=C(C2=CC=C(C=C12)I)C(=O)O (1-(2-aminopyrimidin-4-yl)-6-iodo-1H-indazole-3-carboxylic acid), S(=O)(Cl)Cl (thionyl chloride), C([O-])([O-])=O.[Na+].[Na+] (sodium carbonate), N1CCOCC1 (morpholine). Reagents/catalysts: CN(C)C=O (DMF). Run in C(Cl)Cl (DCM), C(Cl)Cl (DCM). Run at temperature 50 celsius. The product is IC1=CC=C2C(=NN(C2=C1)C1=NC(=NC=C1)N)C(=O)N1CCOCC1 (4-[6-iodo-3-[(morpholin-4-yl)carbonyl]-1H-indazol-1-yl]pyrimidin-2-amine). RXN SMILES: [NH2:1][C:2]1[N:7]=[C:6]([N:8]2[C:16]3[C:11](=[CH:12][CH:13]=[C:14]([I:17])[CH:15]=3)[C:10]([C:18]([OH:20])=O)=[N:9]2)[CH:5]=[CH:4][N:3]=1.S(Cl)(Cl)=O.[NH:25]1[CH2:30][CH2:29][O:28][CH2:27][CH2:26]1.C(=O)([O-])[O-].[Na+].[Na+]>C(Cl)Cl.CN(C=O)C>[I:17][C:14]1[CH:15]=[C:16]2[C:11]([C:10]([C:18]([N:25]3[CH2:30][CH2:29][O:28][CH2:27][CH2:26]3)=[O:20])=[N:9][N:8]2[C:6]2[CH:5]=[CH:4][N:3]=[C:2]([NH2:1])[N:7]=2)=[CH:12][CH:13]=1 |f:3.4.5|. Procedure: To a solution of 1-(2-aminopyrimidin-4-yl)-6-iodo-1H-indazole-3-carboxylic acid (3.00 g, 7.87 mmol) in dry DCM (40 mL) was introduced thionyl chloride (6.85 mL, 94.46 mmol) and DMF (3 drops, cat.). The reaction mixture was warmed to 50° C. for 1 hr. After cooling to RT, the reaction mixture was concentrated in vacuo. The residue was re-dissolved in dry DCM (20 mL) and concentrated in vacuo (twice). After suspending the residue in dry DCM (30 mL), the solution was cooled to 0° C. under an atmosph... Reactants: C(CCC)[Li] (n-Butyl lithium), BrC1=C(OC2OCCCC2)C=CC(=C1)OC (2-(2-Bromo-4-methoxyphenoxy)tetrahydropyran), C(C)(C)OB(OC(C)C)OC(C)C (Triisopropoxy borane). The solvent is C1CCOC1 (THF). Reaction conditions: temperature -78 celsius, time 10 minute. Yields the product OC1=C(C=C(C=C1)OC)B(O)O (2-Hydroxy-5-methoxyphenylboronic acid). Isolated yield 59.4%. RXN SMILES: Br[C:2]1[CH:14]=[C:13]([O:15][CH3:16])[CH:12]=[CH:11][C:3]=1[O:4]C1CCCCO1.C([Li])CCC.C([O:25][B:26](OC(C)C)[O:27]C(C)C)(C)C>C1COCC1>[OH:4][C:3]1[CH:11]=[CH:12][C:13]([O:15][CH3:16])=[CH:14][C:2]=1[B:26]([OH:27])[OH:25]. Procedure: 2-(2-Bromo-4-methoxyphenoxy)tetrahydropyran (1.9 g, 6.62 mmol) was dissolved in dry THF (25 ml) and the solution cooled to −78° C. under nitrogen. n-Butyl lithium (1.6M in hexanes, 4.6 ml, 7.36 mmol) was added dropwise with stirring over 10 minutes. The reaction was stirred at −78° C. for 1 hour. Triisopropoxy borane (1.6 ml, 6.9 mmol) was added dropwise and the mixture allowed to warm to room temperature overnight. The reaction was quenched with water, acidified to pH 1 with 2N hydrochloric aci... The reactants are O=C([O-])[O-], CN(C)C=O, O=C1CC2CCCN2c2nc(Cl)ncc2N1, [Cs+], [Cs+], CI. Product: CN1C(=O)CC2CCCN2c2nc(Cl)ncc21. Reaction SMILES: [C:17](=[O:18])([O-:19])[O-:20].[CH3:25][N:26]([CH3:27])[CH:28]=[O:29].[Cl:1][c:2]1[n:3][cH:4][c:5]2[c:6]([n:16]1)[N:7]1[CH2:8][CH2:9][CH2:10][CH:11]1[CH2:12][C:13](=[O:15])[NH:14]2.[Cs+:21].[Cs+:22].[I:23][CH3:24]>>[Cl:1][c:2]1[n:3][cH:4][c:5]2[c:6]([n:16]1)[N:7]1[CH2:8][CH2:9][CH2:10][CH:11]1[CH2:12][C:13](=[O:15])[N:14]2[CH3:17]. Starting materials: aqueous solution, COC=1C=C(C=CC1OCOCC)C=CC=CC(=O)OCOCC (ethoxymethyl 5-(3-methoxy-4-ethoxymethoxyphenyl)-2,4-pentadienoate), [OH-].[Na+] (sodium hydroxide). Run in CO (methanol). Run at time 8 hour. Yields the product COC=1C=C(C=CC1OCOCC)C=CC=CC(=O)O (5-(3-methoxy-4-ethoxymethoxyphenyl)-2,4-pentadienoic acid). Yield: 87.1%. As a reaction SMILES: [CH3:1][O:2][C:3]1[CH:4]=[C:5]([CH:14]=[CH:15][CH:16]=[CH:17][C:18]([O:20]COCC)=[O:19])[CH:6]=[CH:7][C:8]=1[O:9][CH2:10][O:11][CH2:12][CH3:13].[OH-].[Na+]>CO>[CH3:1][O:2][C:3]1[CH:4]=[C:5]([CH:14]=[CH:15][CH:16]=[CH:17][C:18]([OH:20])=[O:19])[CH:6]=[CH:7][C:8]=1[O:9][CH2:10][O:11][CH2:12][CH3:13] |f:1.2|. Reported procedure: 6.00 g (17.8 mmol) of the ester was dissolved in 120 ml of methanol. To the resulting solution was added 30 ml of an aqueous solution containing 3.60 g of sodium hydroxide at room temperature. The mixture was left to stand at room temperature overnight. Methanol was distilled off from the reaction mixture under reduced pressure and the residue was made acidic with hydrochloric acid under ice cooling. The mixture was extracted three times with chloroform. The extract organic layer was washed with... Run at time 2 hour. Procedure: Methyl ester 3 (8 g) was dissolved in methanol (200 ml) containing sodium hydroxide (10 g), and the reaction mixture was stirred at r.t. (room temperature) for 2 h. The solvent was evaporated, the residue rendered acidic with 3N HCl, then extracted with ethyl acetate, the extract dried (MgSO4) and evaporated, to give colorless crystals of 1,3-dimethyl-5-methoxyoxindole-3-acetic acid (4, 7.1 g, 94%) of m.p. 120°-121° degrees C. The reactants are COC(CC1(C(N(C2=CC=C(C=C12)OC)C)=O)C)=O (1,3-dimethyl-5-methoxyoxindol-3-acetic acid methyl ester), [OH-].[Na+] (sodium hydroxide). Solvent: CO (methanol). The product is CN1C(C(C2=CC(=CC=C12)OC)(CC(=O)O)C)=O (1,3-dimethyl-5-methoxyoxindole-3-acetic acid). RXN SMILES: C[O:2][C:3](=[O:19])[CH2:4][C:5]1([CH3:18])[C:13]2[C:8](=[CH:9][CH:10]=[C:11]([O:14][CH3:15])[CH:12]=2)[N:7]([CH3:16])[C:6]1=[O:17].[OH-].[Na+]>CO>[CH3:16][N:7]1[C:8]2[C:13](=[CH:12][C:11]([O:14][CH3:15])=[CH:10][CH:9]=2)[C:5]([CH3:18])([CH2:4][C:3]([OH:19])=[O:2])[C:6]1=[O:17] |f:1.2|. Yield: 93.7%.